Dataset: the Open Reaction Database (ORD), a public repository of structured organic reaction records. Task: describe an organic reaction: reactants, conditions, products, and yield The reactants are O=S1(N(C(C2=C1C=CC(=C2)Cl)=O)CCCCBr)=O (1,1-dioxido-2-(4-bromobutyl)-5-chloro-1,2-benzisothiazol-3(2H)-one), FC(CN1C(N(C2=C1C=CC=C2)C2CCNCC2)=O)(F)F (4-(3-(2,2,2-trifluoroethyl)-2-oxo-1-benzimidazolinyl)piperidine), C([O-])([O-])=O.[Cs+].[Cs+] (cesium carbonate), [H-].[Na+] (sodium hydride). Yields the product O=S1(N(CC2=C1C=CC(=C2)Cl)CCCCN2CCC(CC2)N2C(N(C1=C2C=CC=C1)CC(F)(F)F)=O)=O (1,1-Dioxido-2-(4-(4-(3-(2,2,2-trifluoroethyl)-2-oxo-1-benzimidazolinyl)piperidin-1-yl)butyl)-5-chloro-1,2-benzisothiazol). Reaction SMILES: [F:1][C:2]([F:21])([F:20])[CH2:3][N:4]1[C:8]2[CH:9]=[CH:10][CH:11]=[CH:12][C:7]=2[N:6]([CH:13]2[CH2:18][CH2:17][NH:16][CH2:15][CH2:14]2)[C:5]1=[O:19].C(=O)([O-])[O-].[Cs+].[Cs+].[H-].[Na+].[O:30]=[S:31]1(=[O:47])[C:35]2[CH:36]=[CH:37][C:38]([Cl:40])=[CH:39][C:34]=2[C:33](=O)[N:32]1[CH2:42][CH2:43][CH2:44][CH2:45]Br>>[O:47]=[S:31]1(=[O:30])[C:35]2[CH:36]=[CH:37][C:38]([Cl:40])=[CH:39][C:34]=2[CH2:33][N:32]1[CH2:42][CH2:43][CH2:44][CH2:45][N:16]1[CH2:15][CH2:14][CH:13]([N:6]2[C:7]3[CH:12]=[CH:11][CH:10]=[CH:9][C:8]=3[N:4]([CH2:3][C:2]([F:1])([F:20])[F:21])[C:5]2=[O:19])[CH2:18][CH2:17]1 |f:1.2.3,4.5|. Reported procedure: From 4-(3-(2,2,2-trifluoroethyl)-2-oxo-1-benzimidazolinyl)piperidine [prepared by a modification of Step 2 of Example 1 wherein cesium carbonate replaced the sodium hydride and the reaction was heated at 50° C. for 20 hours] and 1,1-dioxido-2-(4-bromobutyl)-5-chloro-1,2-benzisothiazol-3(2H)-one using the procedures described in Example 1 there was obtained a white solid upon formation of the HCl salt (from methanol and diethyl ether), melting point 237-239° C. Analysis calculated for C25H26ClF3N... The reactants are OC1CCN(CC1)C1=NC=C(C=N1)C=1N=NN(N1)CC(=O)OCC (ethyl {5-[2-(4-hydroxypiperidin-1-yl)pyrimidin-5-yl]-2H-tetrazol-2-yl}acetate), N(=NC(=O)OCC)C(=O)OCC (diethyl azodicarboxylate), ClC1=C(C=C(C=C1)F)O (2-chloro-5-fluorophenol), C1(=CC=CC=C1)P(C1=CC=CC=C1)C1=CC=CC=C1 (triphenylphosphine). The product is ClC1=C(OC2CCN(CC2)C2=NC=C(C=N2)C=2N=NN(N2)CC(=O)O)C=C(C=C1)F ((5-{2-[4-(2-Chloro-5-fluorophenoxy)piperidin-1-yl]pyrimidin-5-yl}-2H-tetrazol-2-yl)acetic acid). As a reaction SMILES: [OH:1][CH:2]1[CH2:7][CH2:6][N:5]([C:8]2[N:13]=[CH:12][C:11]([C:14]3[N:15]=[N:16][N:17]([CH2:19][C:20]([O:22]CC)=[O:21])[N:18]=3)=[CH:10][N:9]=2)[CH2:4][CH2:3]1.[Cl:25][C:26]1[CH:31]=[CH:30][C:29]([F:32])=[CH:28][C:27]=1O.C1(P(C2C=CC=CC=2)C2C=CC=CC=2)C=CC=CC=1.N(C(OCC)=O)=NC(OCC)=O>>[Cl:25][C:26]1[CH:31]=[CH:30][C:29]([F:32])=[CH:28][C:27]=1[O:1][CH:2]1[CH2:3][CH2:4][N:5]([C:8]2[N:13]=[CH:12][C:11]([C:14]3[N:15]=[N:16][N:17]([CH2:19][C:20]([OH:22])=[O:21])[N:18]=3)=[CH:10][N:9]=2)[CH2:6][CH2:7]1. Procedure details: The title compound was prepared in a similar manner as that described for Example 3 (step 4) from ethyl {5-[2-(4-hydroxypiperidin-1-yl)pyrimidin-5-yl]-2H-tetrazol-2-yl}acetate, 2-chloro-5-fluorophenol, triphenylphosphine and diethyl azodicarboxylate. Procedure: Additional products of the reaction may include partially hydrodechlorinated intermediates; saturated hydrogenated compounds; various partially chlorinated intermediates or saturated compounds; and hydrogen chloride (HCl). For example, wherein the chlorofluoroalkene is 2,3-dichloro-1,1,1,4,4,4-hexafluoro-2-butene (CFC-1316mxx, E- and/or Z-isomers), the compounds formed in addition to E- and/or Z-1,1,1,4,4,4-hexafluoro-2-butene (E- and/or Z-HFC-1336mzz) may include, 1,1,1,4,4,4-hexafluorobutane (... RXN SMILES: Cl.Cl[C:3](=[C:8](Cl)[C:9]([F:12])([F:11])[F:10])[C:4]([F:7])([F:6])[F:5]>>[F:5][C:4]([F:7])([F:6])/[CH:3]=[CH:8]\[C:9]([F:12])([F:11])[F:10]. Reactants: Cl (hydrogen chloride), chlorofluoroalkene, ClC(C(F)(F)F)=C(C(F)(F)F)Cl (2,3-dichloro-1,1,1,4,4,4-hexafluoro-2-butene). Yields the product FC(\C=C/C(F)(F)F)(F)F (Z-1,1,1,4,4,4-hexafluoro-2-butene). Reactants: C(C)(C)(C)C=1C=C(CSCCC(=O)O)C=C(C1O)C(C)(C)C (3-(3,5-di-tert-butyl-4-hydroxybenzylthio)propanoic acid), C(C1=CC=CC=C1)N(O)CC1=CC=CC=C1 (N,N-dibenzylhydroxylamine), C(C(=O)Cl)(=O)Cl (oxalyl chloride). Run in C(C)N(CC)CC (triethylamine). The product is C(C)(C)(C)C=1C=C(CSCCC(=O)ON(CC2=CC=CC=C2)CC2=CC=CC=C2)C=C(C1O)C(C)(C)C (O-(3,5-Di-tert.butyl-4-hydroxybenzylthio)propionyl-N,N-dibenzylhydroxylamin). The yield is 11.6%. As a reaction SMILES: [C:1]([C:5]1[CH:6]=[C:7]([CH:15]=[C:16]([C:19]([CH3:22])([CH3:21])[CH3:20])[C:17]=1[OH:18])[CH2:8][S:9][CH2:10][CH2:11][C:12]([OH:14])=[O:13])([CH3:4])([CH3:3])[CH3:2].[CH2:23]([N:30]([CH2:32][C:33]1[CH:38]=[CH:37][CH:36]=[CH:35][CH:34]=1)O)[C:24]1[CH:29]=[CH:28][CH:27]=[CH:26][CH:25]=1.C(Cl)(=O)C(Cl)=O>C(N(CC)CC)C>[C:19]([C:16]1[CH:15]=[C:7]([CH:6]=[C:5]([C:1]([CH3:3])([CH3:4])[CH3:2])[C:17]=1[OH:18])[CH2:8][S:9][CH2:10][CH2:11][C:12]([O:14][N:30]([CH2:23][C:24]1[CH:29]=[CH:28][CH:27]=[CH:26][CH:25]=1)[CH2:32][C:33]1[CH:38]=[CH:37][CH:36]=[CH:35][CH:34]=1)=[O:13])([CH3:22])([CH3:21])[CH3:20]. Reported procedure: The compound is prepared using the method of Example II, with 16.20 g of 3-(3,5-di-tert-butyl-4-hydroxybenzylthio)propanoic acid, 10.66 g of N,N-dibenzylhydroxylamine, 5.06 g of triethylamine, and 6.35 g of oxalyl chloride. The residue is purified by preparative HPLC to give 3.0 g of a white solid: mp 84°-86° C.